Dataset: the Open Reaction Database (ORD), a public repository of structured organic reaction records. Task: describe an organic reaction: reactants, conditions, products, and yield The reactants are NC=1N=C2N(C=C(C=C2)OC=2C=C(C=CC2)NC(=O)C2=NC(=CC=C2)C)C1 (N-{3-[(2-aminoimidazo[1,2-a]pyridin-6-yl)oxy]phenyl}-6-methylpyridine-2-carboxamide), C(C)(=O)Cl (acetyl chloride). The solvent is C(O)([O-])=O.[Na+] (sodium hydrogen carbonate), CN(C(C)=O)C (N,N-dimethylacetamide). Run at time 11 hour. Product: C(C)(=O)NC=1N=C2N(C=C(C=C2)OC=2C=C(C=CC2)NC(=O)C2=NC(=CC=C2)C)C1 (N-(3-{[2-(acetylamino)imidazo[1,2-a]pyridin-6-yl]oxy}phenyl)-6-methylpyridine-2-carboxamide). The yield is 32.5%. RXN SMILES: [NH2:1][C:2]1[N:3]=[C:4]2[CH:9]=[CH:8][C:7]([O:10][C:11]3[CH:12]=[C:13]([NH:17][C:18]([C:20]4[CH:25]=[CH:24][CH:23]=[C:22]([CH3:26])[N:21]=4)=[O:19])[CH:14]=[CH:15][CH:16]=3)=[CH:6][N:5]2[CH:27]=1.[C:28](Cl)(=[O:30])[CH3:29]>CN(C)C(=O)C.C(=O)([O-])O.[Na+]>[C:28]([NH:1][C:2]1[N:3]=[C:4]2[CH:9]=[CH:8][C:7]([O:10][C:11]3[CH:12]=[C:13]([NH:17][C:18]([C:20]4[CH:25]=[CH:24][CH:23]=[C:22]([CH3:26])[N:21]=4)=[O:19])[CH:14]=[CH:15][CH:16]=3)=[CH:6][N:5]2[CH:27]=1)(=[O:30])[CH3:29] |f:3.4|. Reported procedure: To a solution of N-{3-[(2-aminoimidazo[1,2-a]pyridin-6-yl)oxy]phenyl}-6-methylpyridine-2-carboxamide (300 mg, 0.835 mmol) in N,N-dimethylacetamide (5 mL) was added acetyl chloride (59.4 μL, 0.835 mmol), and the mixture was stirred at room temperature for 11 hr. The reaction mixture was diluted with aqueous sodium hydrogen carbonate solution and extracted with ethyl acetate. The organic layer was washed with aqueous sodium hydrogen carbonate solution and saturated brine, dried over anhydrous magn... The reactants are ClCCl, CC(=O)OC(C)=O, CS(=O)(=O)N1CCC(Oc2ccc(C(=O)O)c(O)c2)CC1, c1ccncc1. Product: CC(=O)Oc1cc(OC2CCN(S(C)(=O)=O)CC2)ccc1C(=O)O. RXN SMILES: [CH2:8]([Cl:9])[Cl:10].[CH3:1][C:2](=[O:3])[O:4][C:5](=[O:6])[CH3:7].[OH:11][c:12]1[c:13]([C:14](=[O:15])[OH:16])[cH:17][cH:18][c:19]([O:21][CH:22]2[CH2:23][CH2:24][N:25]([S:28](=[O:29])(=[O:30])[CH3:31])[CH2:26][CH2:27]2)[cH:20]1.[cH:32]1[cH:33][cH:34][n:35][cH:36][cH:37]1>>[CH3:1][C:2](=[O:3])[O:11][c:12]1[c:13]([C:14](=[O:15])[OH:16])[cH:17][cH:18][c:19]([O:21][CH:22]2[CH2:23][CH2:24][N:25]([S:28](=[O:29])(=[O:30])[CH3:31])[CH2:26][CH2:27]2)[cH:20]1.